Dataset: the Open Reaction Database (ORD), a public repository of structured organic reaction records. Task: describe an organic reaction: reactants, conditions, products, and yield The reactants are C1(=CC=CC=C1)CCCN1[C@H]([C@@H](NCC1)C)C (trans-1-(3-phenylpropyl)-2,3-dimethylpiperazine), O1C(=CC=C1)C(=O)Cl (2-furoyl chloride). The solvent is C1=CC=CC=C1 (benzene). Yields the product C1(=CC=CC=C1)CCCN1[C@H]([C@@H](N(CC1)C(=O)C=1OC=CC1)C)C (trans-1-(3-Phenylpropyl)-2,3-dimethyl-4-(2-furoyl)piperazine). As a reaction SMILES: [C:1]1([CH2:7][CH2:8][CH2:9][N:10]2[CH2:15][CH2:14][NH:13][C@@H:12]([CH3:16])[C@@H:11]2[CH3:17])[CH:6]=[CH:5][CH:4]=[CH:3][CH:2]=1.[O:18]1[CH:22]=[CH:21][CH:20]=[C:19]1[C:23](Cl)=[O:24]>C1C=CC=CC=1>[C:1]1([CH2:7][CH2:8][CH2:9][N:10]2[CH2:15][CH2:14][N:13]([C:23]([C:19]3[O:18][CH:22]=[CH:21][CH:20]=3)=[O:24])[C@@H:12]([CH3:16])[C@@H:11]2[CH3:17])[CH:6]=[CH:5][CH:4]=[CH:3][CH:2]=1. Procedure: The compound was obtained by following the same process as in Example 3 from a mixture of trans-1-(3-phenylpropyl)-2,3-dimethylpiperazine [b.p. 130° - 132°C (2 mmHg), dipicrate, m.p. 195° - 196°C], 2-furoyl chloride and benzene. Starting materials: CC(=O)OCC1OC(n2cc(C=O)c3c(F)cccc32)C(OC(C)=O)C(OC(C)=O)C1OC(C)=O, OB(O)c1ccc(OC(F)F)cc1, O. Yields the product CC(=O)OCC1OC(n2cc(C(O)c3ccc(OC(F)F)cc3)c3c(F)cccc32)C(OC(C)=O)C(OC(C)=O)C1OC(C)=O. As a reaction SMILES: [F:1][c:2]1[c:3]2[c:4]([CH:34]=[O:35])[cH:5][n:6]([CH:11]3[CH:12]([O:13][C:14]([CH3:15])=[O:16])[CH:17]([O:18][C:19]([CH3:20])=[O:21])[CH:22]([O:23][C:24]([CH3:25])=[O:26])[CH:27]([CH2:29][O:30][C:31]([CH3:32])=[O:33])[O:28]3)[c:7]2[cH:8][cH:9][cH:10]1.[F:36][CH:37]([O:38][c:39]1[cH:40][cH:41][c:42]([B:45]([OH:46])[OH:47])[cH:43][cH:44]1)[F:48].[OH2:49]>>[F:1][c:2]1[c:3]2[c:4]([CH:34]([OH:35])[c:42]3[cH:41][cH:40][c:39]([O:38][CH:37]([F:36])[F:48])[cH:44][cH:43]3)[cH:5][n:6]([CH:11]3[CH:12]([O:13][C:14]([CH3:15])=[O:16])[CH:17]([O:18][C:19]([CH3:20])=[O:21])[CH:22]([O:23][C:24]([CH3:25])=[O:26])[CH:27]([CH2:29][O:30][C:31]([CH3:32])=[O:33])[O:28]3)[c:7]2[cH:8][cH:9][cH:10]1. Isolated yield 106.5%. As a reaction SMILES: [NH2:1][C:2]1[CH:18]=[C:17]([F:19])[CH:16]=[CH:15][C:3]=1[C:4]([NH:6][C:7]1[CH:12]=[CH:11][CH:10]=[C:9]([Br:13])[C:8]=1[CH3:14])=[O:5].Cl[C:21](Cl)([O:23]C(=O)OC(Cl)(Cl)Cl)Cl.C([O-])(O)=O.[Na+]>C1COCC1>[Br:13][C:9]1[C:8]([CH3:14])=[C:7]([N:6]2[C:4](=[O:5])[C:3]3[C:2](=[CH:18][C:17]([F:19])=[CH:16][CH:15]=3)[NH:1][C:21]2=[O:23])[CH:12]=[CH:11][CH:10]=1 |f:2.3|. Reactants: NC1=C(C(=O)NC2=C(C(=CC=C2)Br)C)C=CC(=C1)F (2-amino-N-(3-bromo-2-methylphenyl)-4-fluorobenzamide), ClC(Cl)(OC(OC(Cl)(Cl)Cl)=O)Cl (triphosgene), C(=O)(O)[O-].[Na+] (NaHCO3). Conditions: time 2 hour. Procedure details: A solution of 2-amino-N-(3-bromo-2-methylphenyl)-4-fluorobenzamide (3.65 g, 11.3 mmol) in THF (50 mL) was treated with triphosgene (3.69 g, 12.4 mmol) at room temperature. The solution was stirred at room temperature for 2 h, then was treated slowly with saturated aqueous NaHCO3 and stirred until no more gas evolution was observed. The resulting mixture was extracted twice with EtOAc. The combined organic phases were washed twice with water, then with brine, dried and concentrated to give 3-(3-b... The product is BrC=1C(=C(C=CC1)N1C(NC2=CC(=CC=C2C1=O)F)=O)C (3-(3-bromo-2-methylphenyl)-7-fluoroquinazoline-2,4(1H,3H) -dione). Run in C1CCOC1 (THF).